From a dataset of the Open Reaction Database (ORD), a public repository of structured organic reaction records. describe an organic reaction: reactants, conditions, products, and yield The reactants are [BH4-], CO, Cl, Cl, [Na+], O, O=C(CC1CCNCC1)c1cc(-c2ccccc2)nc2ccccc12. The product is OC(CC1CCNCC1)c1cc(-c2ccccc2)nc2ccccc12. Reaction SMILES: [BH4-:1].[CH3:31][OH:32].[ClH:3].[ClH:4].[Na+:2].[OH2:30].[c:5]1(-[c:11]2[n:12][c:13]3[cH:14][cH:15][cH:16][cH:17][c:18]3[c:19]([C:21]([CH2:22][CH:23]3[CH2:24][CH2:25][NH:26][CH2:27][CH2:28]3)=[O:29])[cH:20]2)[cH:6][cH:7][cH:8][cH:9][cH:10]1>>[c:5]1(-[c:11]2[n:12][c:13]3[cH:14][cH:15][cH:16][cH:17][c:18]3[c:19]([CH:21]([CH2:22][CH:23]3[CH2:24][CH2:25][NH:26][CH2:27][CH2:28]3)[OH:29])[cH:20]2)[cH:6][cH:7][cH:8][cH:9][cH:10]1. Reactants: [H][H] (hydrogen), CC1OC2=C(C1)C=CC=C2[N+](=O)[O-] (2,3-dihydro-2-methyl-7-nitrobenzofuran), S(=O)(=O)([O-])[O-].[Mg+2] (magnesium sulfate). The reagents and catalysts are [Ni] (Raney nickel). The solvent is O1CCCC1 (tetrahydrofuran). Product: NC1=CC=CC=2CC(OC21)C (7-amino-2,3-dihydro-2-methylbenzofuran). As a reaction SMILES: [CH3:1][CH:2]1[CH2:6][C:5]2[CH:7]=[CH:8][CH:9]=[C:10]([N+:11]([O-])=O)[C:4]=2[O:3]1.[H][H].S([O-])([O-])(=O)=O.[Mg+2]>[Ni].O1CCCC1>[NH2:11][C:10]1[C:4]2[O:3][CH:2]([CH3:1])[CH2:6][C:5]=2[CH:7]=[CH:8][CH:9]=1 |f:2.3|. Reported procedure: A mixture of 81 g of 1B, 400 ml of tetrahydrofuran (THF) and 3 g of activated Raney nickel catalyst was shaken under 35 p.s.i.g. hydrogen pressure at room temperature for 4 hours. The resulting mixture was treated with 20 g of magnesium sulfate, filtered and the solvent was evaporated from the filtrate, to give 7-amino-2,3-dihydro-2-methylbenzofuran (1C), as an amber syrup. Reactants: NC1=CC=C2C(OC(=O)C2=C1)CCCC (6-Amino-3-butyl-phthalide), C(C)(=O)OC(C)=O (acetic anhydride). The reagents and catalysts are S(O)(O)(=O)=O (sulphuric acid). Reaction conditions: time 15 minute. Yields the product C(C)(=O)NC1=CC=C2C(OC(=O)C2=C1)CCCC (6-Acetamido-3-butyl-phthalide). As a reaction SMILES: [NH2:1][C:2]1[CH:11]=[C:10]2[C:5]([CH:6]([CH2:12][CH2:13][CH2:14][CH3:15])[O:7][C:8]2=[O:9])=[CH:4][CH:3]=1.[C:16](OC(=O)C)(=[O:18])[CH3:17]>S(=O)(=O)(O)O>[C:16]([NH:1][C:2]1[CH:11]=[C:10]2[C:5]([CH:6]([CH2:12][CH2:13][CH2:14][CH3:15])[O:7][C:8]2=[O:9])=[CH:4][CH:3]=1)(=[O:18])[CH3:17]. Procedure: A mixture of 0.3 g (1.55 mmol) of compound obtained in Example 4 and 3 ml of acetic anhydride and 1 drop of sulphuric acid is heated until dissolved and kept for 15 minutes. On cooling, white crystals are separated and recrystallised from ethanol to give the title compound. Reactants: CCCC[Sn](CCCC)(CCCC)c1cncs1, C1COCCO1, CC(c1cc2cccc(Cl)c2nc1Cl)N1C(=O)c2ccccc2C1=O, c1ccc(P(c2ccccc2)(c2ccccc2)[Pd](P(c2ccccc2)(c2ccccc2)c2ccccc2)(P(c2ccccc2)(c2ccccc2)c2ccccc2)P(c2ccccc2)(c2ccccc2)c2ccccc2)cc1. The product is CC(c1cc2cccc(Cl)c2nc1-c1cncs1)N1C(=O)c2ccccc2C1=O. As a reaction SMILES: [CH2:26]([Sn:27]([CH2:28][CH2:29][CH2:30][CH3:36])([c:31]1[cH:32][n:33][cH:34][s:35]1)[CH2:37][CH2:38][CH2:39][CH3:40])[CH2:41][CH2:42][CH3:43].[CH2:44]1[O:45][CH2:46][CH2:47][O:48][CH2:49]1.[Cl:1][c:2]1[n:3][c:4]2[c:5]([Cl:25])[cH:6][cH:7][cH:8][c:9]2[cH:10][c:11]1[CH:12]([CH3:13])[N:14]1[C:15](=[O:24])[c:16]2[cH:17][cH:18][cH:19][cH:20][c:21]2[C:22]1=[O:23].[cH:50]1[cH:51][cH:52][c:53]([P:54]([Pd:55]([P:56]([c:57]2[cH:58][cH:59][cH:60][cH:61][cH:62]2)([c:63]2[cH:64][cH:65][cH:66][cH:67][cH:68]2)[c:69]2[cH:70][cH:71][cH:72][cH:73][cH:74]2)([P:75]([c:76]2[cH:77][cH:78][cH:79][cH:80][cH:81]2)([c:82]2[cH:83][cH:84][cH:85][cH:86][cH:87]2)[c:88]2[cH:89][cH:90][cH:91][cH:92][cH:93]2)[P:94]([c:95]2[cH:96][cH:97][cH:98][cH:99][cH:100]2)([c:101]2[cH:102][cH:103][cH:104][cH:105][cH:106]2)[c:107]2[cH:108][cH:109][cH:110][cH:111][cH:112]2)([c:113]2[cH:114][cH:115][cH:116][cH:117][cH:118]2)[c:119]2[cH:120][cH:121][cH:122][cH:123][cH:124]2)[cH:125][cH:126]1>>[c:2]1(-[c:31]2[cH:32][n:33][cH:34][s:35]2)[n:3][c:4]2[c:5]([Cl:25])[cH:6][cH:7][cH:8][c:9]2[cH:10][c:11]1[CH:12]([CH3:13])[N:14]1[C:15](=[O:24])[c:16]2[cH:17][cH:18][cH:19][cH:20][c:21]2[C:22]1=[O:23]. Reactants: Br (hydrobromic acid), COC1=CC=C(C=C1)N1N=C(CC1=O)C=1C=NC=CC1 (1-(4-methoxyphenyl)-3-(3-pyridyl)-2-pyrazolin-5-one). Run in C(C)(=O)O (acetic acid). The product is OC1=CC=C(C=C1)N1N=C(CC1=O)C=1C=NC=CC1 (1-(4-hydroxyphenyl)-3-(3-pyridyl)-2-pyrazolin-5-one). The yield is 64.0%. Reaction SMILES: Br.C[O:3][C:4]1[CH:9]=[CH:8][C:7]([N:10]2[C:14](=[O:15])[CH2:13][C:12]([C:16]3[CH:17]=[N:18][CH:19]=[CH:20][CH:21]=3)=[N:11]2)=[CH:6][CH:5]=1>C(O)(=O)C>[OH:3][C:4]1[CH:5]=[CH:6][C:7]([N:10]2[C:14](=[O:15])[CH2:13][C:12]([C:16]3[CH:17]=[N:18][CH:19]=[CH:20][CH:21]=3)=[N:11]2)=[CH:8][CH:9]=1. Procedure: To a mixture of 1 ml of 47% hydrobromic acid and 1 ml of acetic acid was added 267 mg of 1-(4-methoxyphenyl)-3-(3-pyridyl)-2-pyrazolin-5-one and stirred under reflux for 6 hours. After distilling off the solvent, water and aqueous NaHCO3 solution were added to the residue to adjust the pH value to 4 and extraction was made using ethyl acetate. After drying and concentrating the organic layer, the residue was recrystallized from ethanol to obtain 162 mg of Compound No. 10 as colorless crystals.